Dataset: the Open Reaction Database (ORD), a public repository of structured organic reaction records. Task: describe an organic reaction: reactants, conditions, products, and yield The reactants are C(#N)C1=CC(=C(C=C1)O)OC (4-cyano-2-methoxyphenol), CO (methanol), Cl (hydrogen chloride). The product is Cl.CON=CC1=CC(=C(C=C1)O)OC (4-methoxyiminomethyl-2-methoxyphenol hydrochloride). As a reaction SMILES: [C:1]([C:3]1[CH:8]=[CH:7][C:6]([OH:9])=[C:5]([O:10][CH3:11])[CH:4]=1)#[N:2].[ClH:12].[CH3:13][OH:14]>>[ClH:12].[CH3:13][O:14][N:2]=[CH:1][C:3]1[CH:8]=[CH:7][C:6]([OH:9])=[C:5]([O:10][CH3:11])[CH:4]=1 |f:3.4|. Reported procedure: In 50 ml of anhydrous methanol, was dissolved 7.5 g of 4-cyano-2-methoxyphenol. The solution was saturated with dried gaseous hydrogen chloride, while being cooled in ice and stirred, and then stirred overnight at room temperature to precipitate yellow crystals. After addition of ethyl ether, the crystals were collected by filtration, washed with ethyl ether and dried to obtain 9.4 g of 4-methoxyiminomethyl-2-methoxyphenol hydrochloride. Product: CC(C)(O)C(CO)NC(=O)C(CC(=O)O)n1ccc(-c2ccc(-c3ccccc3)cc2)c1. Reaction SMILES: [CH2:1]([c:2]1[cH:3][cH:4][cH:5][cH:6][cH:7]1)[O:8][C:9]([CH2:10][CH:11]([C:12](=[O:13])[NH:14][CH:15]([C:16]([CH3:17])([CH3:18])[OH:19])[CH2:20][OH:21])[n:22]1[cH:23][c:24](-[c:27]2[cH:28][cH:29][c:30](-[c:33]3[cH:34][cH:35][cH:36][cH:37][cH:38]3)[cH:31][cH:32]2)[cH:25][cH:26]1)=[O:39].[CH3:40][CH2:41][OH:42].[CH3:43][CH2:44][O:45][C:46]([CH3:47])=[O:48]>>[O:8]=[C:9]([CH2:10][CH:11]([C:12](=[O:13])[NH:14][CH:15]([C:16]([CH3:17])([CH3:18])[OH:19])[CH2:20][OH:21])[n:22]1[cH:23][c:24](-[c:27]2[cH:28][cH:29][c:30](-[c:33]3[cH:34][cH:35][cH:36][cH:37][cH:38]3)[cH:31][cH:32]2)[cH:25][cH:26]1)[OH:39]. Starting materials: CC(C)(O)C(CO)NC(=O)C(CC(=O)OCc1ccccc1)n1ccc(-c2ccc(-c3ccccc3)cc2)c1, CCO, CCOC(C)=O. The reactants are C1CCOC1, CC(C)CCON=O, CCOC(=O)c1cnc(N)s1, CN(C)C=O. Yields the product CCOC(=O)c1cncs1. RXN SMILES: [CH2:25]1[O:26][CH2:27][CH2:28][CH2:29]1.[CH3:12][CH:13]([CH2:14][CH2:15][O:16][N:17]=[O:18])[CH3:19].[NH2:1][c:2]1[s:3][c:4]([C:7](=[O:8])[O:9][CH2:10][CH3:11])[cH:5][n:6]1.[O:20]=[CH:21][N:22]([CH3:23])[CH3:24]>>[cH:2]1[s:3][c:4]([C:7](=[O:8])[O:9][CH2:10][CH3:11])[cH:5][n:6]1. Reactants: N[C@H]([C@H]([C@@H](O)C1CC1)O)CC1CCCCC1 ((1S,2R,3S)-3-amino-4-cyclohexyl-1-cyclopropyl-l,2-butanediol), N([C@@H](CC1=CN(C=N1)C(=O)OCC1C2=CC=CC=C2C2=CC=CC=C12)C(=O)O)C(=O)OCC1C2=CC=CC=C2C2=CC=CC=C12 (Fmoc-His(Fmoc)-OH), C(C)N1CCOCC1 (4-ethylmorpholine), C=1C=CC2=C(C1)N=NN2O (HOBT), C(CCl)Cl (EDC). Run in N1CCCCC1 (piperidine), CN(C=O)C (dimethylformamide), C(Cl)Cl (methylene chloride). Conditions: time 8 hour. Yields the product N[C@H](C(=O)N[C@H]([C@H]([C@@H](O)C1CC1)O)CC1CCCCC1)CC=1N=CNC1 ((S)-α-amino-N-[(1S,2R,3S)-1-(cyclohexylmethyl)-3-cyclopropyl-2,3-dihydroxypropyl]imidazole-4-propionamide). Yield: 70.9%. As a reaction SMILES: [NH2:1][C@@H:2]([CH2:10][CH:11]1[CH2:16][CH2:15][CH2:14][CH2:13][CH2:12]1)[C@@H:3]([OH:9])[C@H:4]([CH:6]1[CH2:8][CH2:7]1)[OH:5].[NH:17](C(OCC1C2C(=CC=CC=2)C2C1=CC=CC=2)=O)[C@H:18]([C:42](O)=[O:43])[CH2:19][C:20]1[N:24]=[CH:23][N:22](C(OCC2C3C(=CC=CC=3)C3C2=CC=CC=3)=O)[CH:21]=1.C(N1CCOCC1)C.C1C=CC2N(O)N=NC=2C=1.C(Cl)CCl>CN(C)C=O.C(Cl)Cl.N1CCCCC1>[NH2:17][C@@H:18]([CH2:19][C:20]1[N:24]=[CH:23][NH:22][CH:21]=1)[C:42]([NH:1][C@@H:2]([CH2:10][CH:11]1[CH2:16][CH2:15][CH2:14][CH2:13][CH2:12]1)[C@@H:3]([OH:9])[C@H:4]([CH:6]1[CH2:8][CH2:7]1)[OH:5])=[O:43]. Procedure: A mixture of 343 mg (1.51 mmol) of (1S,2R,3S)-3-amino-4-cyclohexyl-1-cyclopropyl-l,2-butanediol, 995mg (1.66mmol) of Fmoc-His(Fmoc)-OH, 0.21 ml (1.61 mmol) of 4-ethylmorpholine, 449 mg (3.22 mmol) of HOBT and 347 mg (1.81 mmol) of EDC in 20 ml of dimethylformamide was left to stand at room temperature overnight. Thereafter, the reaction mixture was evaporated in a high vacuum, the residue was poured into a mixture of ice and 90 ml of sodium bicarbonate solution and extracted three times with 150...